From a dataset of the Open Reaction Database (ORD), a public repository of structured organic reaction records. describe an organic reaction: reactants, conditions, products, and yield The reactants are ClCCCl, Cc1onc(-c2ccccc2)c1C(=O)O, CS(C)=O, On1nnc2ccccc21, Nc1c[nH]nc1-c1nc2ccccc2[nH]1. The product is Cc1onc(-c2ccccc2)c1C(=O)Nc1c[nH]nc1-c1nc2ccccc2[nH]1. Reaction SMILES: [CH2:31]([Cl:32])[CH2:33][Cl:34].[CH3:1][c:2]1[c:3]([C:13](=[O:14])[OH:15])[c:4](-[c:7]2[cH:8][cH:9][cH:10][cH:11][cH:12]2)[n:5][o:6]1.[CH3:45][S:46]([CH3:47])=[O:48].[OH:35][n:36]1[c:37]2[c:38]([cH:39][cH:40][cH:41][cH:42]2)[n:43][n:44]1.[nH:16]1[c:17](-[c:25]2[n:26][nH:27][cH:28][c:29]2[NH2:30])[n:18][c:19]2[c:20]1[cH:21][cH:22][cH:23][cH:24]2>>[CH3:1][c:2]1[c:3]([C:13](=[O:15])[NH:30][c:29]2[c:25](-[c:17]3[n:16][c:20]4[c:19]([nH:18]3)[cH:24][cH:23][cH:22][cH:21]4)[n:26][nH:27][cH:28]2)[c:4](-[c:7]2[cH:8][cH:9][cH:10][cH:11][cH:12]2)[n:5][o:6]1. Starting materials: BrC=1C=CC(=C(C1)C1NC2=CC=C(C=C2C(C1)(C)C)C(=O)O)C (2-(5-bromo-2-methyl-phenyl)-4,4-dimethyl-1,2,3,4-tetrahydro-quinoline-6-carboxylic acid), O1C(NCC1)=O (oxazolidin-2-one), CNCCNC (N,N′-dimethyl-ethane-1,2-diamine), C([O-])([O-])=O.[K+].[K+] (potassium carbonate). The reagents and catalysts are [Cu]I (copper(I) iodide). The solvent is C(C)#N (acetonitrile). The product is CC1(CC(NC2=CC=C(C=C12)C(=O)O)C1=C(C=CC(=C1)N1C(OCC1)=O)C)C (4,4-dimethyl-2-[2-methyl-5-(2-oxo-oxazolidin-3-yl)-phenyl]-1,2,3,4-tetrahydro-quinoline-6-carboxylic acid). The yield is 28.9%. RXN SMILES: Br[C:2]1[CH:3]=[CH:4][C:5]([CH3:23])=[C:6]([CH:8]2[CH2:17][C:16]([CH3:19])([CH3:18])[C:15]3[C:10](=[CH:11][CH:12]=[C:13]([C:20]([OH:22])=[O:21])[CH:14]=3)[NH:9]2)[CH:7]=1.[O:24]1[CH2:28][CH2:27][NH:26][C:25]1=[O:29].CNCCNC.C(=O)([O-])[O-].[K+].[K+]>C(#N)C.[Cu]I>[CH3:18][C:16]1([CH3:19])[C:15]2[C:10](=[CH:11][CH:12]=[C:13]([C:20]([OH:22])=[O:21])[CH:14]=2)[NH:9][CH:8]([C:6]2[CH:7]=[C:2]([N:26]3[CH2:27][CH2:28][O:24][C:25]3=[O:29])[CH:3]=[CH:4][C:5]=2[CH3:23])[CH2:17]1 |f:3.4.5|. Procedure: A mixture solution of 2-(5-bromo-2-methyl-phenyl)-4,4-dimethyl-1,2,3,4-tetrahydro-quinoline-6-carboxylic acid (1.36 g, 3.64 mmol), oxazolidin-2-one (330 mg, 3.82 mmol), copper(I) iodide (139 mg, 0.73 mmol), N,N′-dimethyl-ethane-1,2-diamine (0.157 mL, 1.46 mmol), and potassium carbonate (1.51 g, 10.9 mmol) in acetonitrile (25 mL) was stirred at 90° C. for 72 h. Then the reaction mixture was cooled to room temperature. The reaction mixture was extracted with ethyl acetate (200 mL×2), washed with s... The reactants are CC=1C=C(C=O)C=CC1OC1=NC=C(C=C1)[N+](=O)[O-] (3-methyl-4-(5-nitropyridin-2-yloxy)benzaldehyde), S1C(NC(C1)=O)=O (2,4-thiazolidinedione), C(C)(=O)O.N1CCCCC1 (piperidine acetate). Solvent: C1(=CC=CC=C1)C (toluene). Yields the product CC=1C=C(C=C2C(NC(S2)=O)=O)C=CC1OC1=NC=C(C=C1)[N+](=O)[O-] (5-[3-methyl-4-(5-nitropyridin-2-yloxy)benzylidene]thiazolidine-2,4-dione). Reaction SMILES: [CH3:1][C:2]1[CH:3]=[C:4]([CH:7]=[CH:8][C:9]=1[O:10][C:11]1[CH:16]=[CH:15][C:14]([N+:17]([O-:19])=[O:18])=[CH:13][N:12]=1)[CH:5]=O.[S:20]1[CH2:24][C:23](=[O:25])[NH:22][C:21]1=[O:26].C(O)(=O)C.N1CCCCC1>C1(C)C=CC=CC=1>[CH3:1][C:2]1[CH:3]=[C:4]([CH:7]=[CH:8][C:9]=1[O:10][C:11]1[CH:16]=[CH:15][C:14]([N+:17]([O-:19])=[O:18])=[CH:13][N:12]=1)[CH:5]=[C:24]1[S:20][C:21](=[O:26])[NH:22][C:23]1=[O:25] |f:2.3|. Procedure: To a solution of 3-methyl-4-(5-nitropyridin-2-yloxy)benzaldehyde (600 mg, 2.32 mmol) in toluene (35 mL) were added 2,4-thiazolidinedione (270 mg, 2.31 mmol) and piperidine acetate (135 mg, 0.93 mmol). The resulting solution was attached to a Dean Stark, and stirred under reflux for 1.5 hours. After being left to cool for 17 hours at room temperature, the precipitated yellow powder was filtered, to thereby yield 600 mg of the title compound. Reactants: CO, Cc1nc(-c2ccccc2)c2cccc(OC(C)C)c2n1, ClCCl. The product is Cc1nc(-c2ccccc2)c2cccc(O)c2n1. Reaction SMILES: [CH3:22][OH:23].[CH:1]([CH3:2])([CH3:3])[O:4][c:5]1[cH:6][cH:7][cH:8][c:9]2[c:10](-[c:16]3[cH:17][cH:18][cH:19][cH:20][cH:21]3)[n:11][c:12]([CH3:15])[n:13][c:14]12.[Cl:24][CH2:25][Cl:26]>>[OH:4][c:5]1[cH:6][cH:7][cH:8][c:9]2[c:10](-[c:16]3[cH:17][cH:18][cH:19][cH:20][cH:21]3)[n:11][c:12]([CH3:15])[n:13][c:14]12. Reactants: C(=O)([O-])[O-].[K+].[K+] (K2CO3), C(C)(=O)OCCBr (2-bromoethyl acetate), C(C)(=O)OCC(=O)NC=1C(=C(C(=C(C(=O)NCC(O)CC(CO)O)C1I)I)C(=O)NCC(O)CC(CO)O)I (5-Acetoxyacetamido-N,N'-bis[(2,3-dihydroxypropyl)-2-hydroxyethyl]-2,4,6-triiodoisophthalamide). Solvent: CC(=O)N(C)C (DMAc). Product: OC(CC(CNC(C1=C(C(C(=O)NCC(O)CC(CO)O)=C(C(=C1I)N(C(CO)=O)CCO)I)I)=O)O)CO (N,N'-Bis[(2,3-dihydroxypropyl)-2-hydroxyethyl]-5-[N-(2-hydroxyethyl)hydroxyacetamido]-2,4,6-triiodoisophthalamide). As a reaction SMILES: C([O:4][CH2:5][C:6]([NH:8][C:9]1[C:10]([I:39])=[C:11]([C:28]([NH:30][CH2:31][CH:32]([CH2:34][CH:35]([OH:38])[CH2:36][OH:37])[OH:33])=[O:29])[C:12]([I:27])=[C:13]([C:25]=1[I:26])[C:14]([NH:16][CH2:17][CH:18]([CH2:20][CH:21]([OH:24])[CH2:22][OH:23])[OH:19])=[O:15])=[O:7])(=O)C.C([O-])([O-])=O.[K+].[K+].[C:46](OCCBr)(=[O:48])[CH3:47]>CC(N(C)C)=O>[OH:24][CH:21]([CH2:22][OH:23])[CH2:20][CH:18]([OH:19])[CH2:17][NH:16][C:14](=[O:15])[C:13]1[C:25]([I:26])=[C:9]([N:8]([CH2:47][CH2:46][OH:48])[C:6](=[O:7])[CH2:5][OH:4])[C:10]([I:39])=[C:11]([C:28]([NH:30][CH2:31][CH:32]([CH2:34][CH:35]([OH:38])[CH2:36][OH:37])[OH:33])=[O:29])[C:12]=1[I:27] |f:1.2.3|. Procedure details: 5-Acetoxyacetamido-N,N'-bis[(2,3-dihydroxypropyl)-2-hydroxyethyl]-2,4,6-triiodoisophthalamide, prepared as in Example 3, Step B, (89 g, 0.1 g-mole) is mixed with K2CO3 (27.6 g, 0.2-g mole) and 2-bromoethyl acetate (33.4 g, 0.2 g-mole) in DMAc (200 ml). The mixture is stirred at 35°-40° C. until the reaction is complete (approximately 8-12 hours). The solution is then cooled to room temperature and the inorganic salts are filtered. The filtrate is then evaporated under vacuum at 70° C. to yield a... Reactants: ClC1=NC(=NC(=N1)NCCCCC1CC(N(C(C1)(C)C)OCCCCCCCC)(C)C)NCCCCC1CC(N(C(C1)(C)C)OCCCCCCCC)(C)C (2-chloro-4,6-bis[N-(1-octyloxy-2,2,6,6-tetramethylpiperidin-4-yl)butylamino]-1,3,5-triazine), NN (hydrazine). Yields the product C(CCCCCCC)ON1C(CC(CC1(C)C)CCCCNC1=NC(=NC(=N1)NCCCCC1CC(N(C(C1)(C)C)OCCCCCCCC)(C)C)NN)(C)C ({2,4-Bis[N-(1-octyloxy-2,2,6,6-tetramethylpiperidin-4-yl)butylamino]-1,3,5-triazin-6-yl}hydrazine). Reaction SMILES: Cl[C:2]1[N:7]=[C:6]([NH:8][CH2:9][CH2:10][CH2:11][CH2:12][CH:13]2[CH2:18][C:17]([CH3:20])([CH3:19])[N:16]([O:21][CH2:22][CH2:23][CH2:24][CH2:25][CH2:26][CH2:27][CH2:28][CH3:29])[C:15]([CH3:31])([CH3:30])[CH2:14]2)[N:5]=[C:4]([NH:32][CH2:33][CH2:34][CH2:35][CH2:36][CH:37]2[CH2:42][C:41]([CH3:44])([CH3:43])[N:40]([O:45][CH2:46][CH2:47][CH2:48][CH2:49][CH2:50][CH2:51][CH2:52][CH3:53])[C:39]([CH3:55])([CH3:54])[CH2:38]2)[N:3]=1.[NH2:56][NH2:57]>>[CH2:22]([O:21][N:16]1[C:17]([CH3:19])([CH3:20])[CH2:18][CH:13]([CH2:12][CH2:11][CH2:10][CH2:9][NH:8][C:6]2[N:5]=[C:4]([NH:32][CH2:33][CH2:34][CH2:35][CH2:36][CH:37]3[CH2:42][C:41]([CH3:43])([CH3:44])[N:40]([O:45][CH2:46][CH2:47][CH2:48][CH2:49][CH2:50][CH2:51][CH2:52][CH3:53])[C:39]([CH3:55])([CH3:54])[CH2:38]3)[N:3]=[C:2]([NH:56][NH2:57])[N:7]=2)[CH2:14][C:15]1([CH3:31])[CH3:30])[CH2:23][CH2:24][CH2:25][CH2:26][CH2:27][CH2:28][CH3:29]. Procedure: The title compound is prepared from the reaction of 2-chloro-4,6-bis[N-(1-octyloxy-2,2,6,6-tetramethylpiperidin-4-yl)butylamino]-1,3,5-triazine and hydrazine. The reactants are ClC1=C(CO)C(=CC=C1)F (2-chloro-6-fluorobenzyl alcohol), ClC(=O)N1[C@H](CN(C[C@H]1C)C(=O)OC(C)(C)C)C (1-chlorocarbonyl-cis-2,6-dimethyl-4-tert-butoxycarbonylpiperazine). Yields the product Cl.C[C@@H]1N([C@@H](CNC1)C)C(=O)OCC1=C(C=CC=C1F)Cl (2-Chloro-6-fluorobenzyl cis-2,6-dimethylpiperazine-1-carboxylate hydrochloride), product. The yield is 80.0%. Reaction SMILES: [Cl:1][C:2]1[CH:9]=[CH:8][CH:7]=[C:6]([F:10])[C:3]=1[CH2:4][OH:5].Cl[C:12]([N:14]1[C@H:19]([CH3:20])[CH2:18][N:17](C(OC(C)(C)C)=O)[CH2:16][C@@H:15]1[CH3:28])=[O:13]>>[ClH:1].[CH3:28][C@H:15]1[CH2:16][NH:17][CH2:18][C@@H:19]([CH3:20])[N:14]1[C:12]([O:5][CH2:4][C:3]1[C:6]([F:10])=[CH:7][CH:8]=[CH:9][C:2]=1[Cl:1])=[O:13] |f:2.3|. Procedure: 2-Chloro-6-fluorobenzyl cis-2,6-dimethylpiperazine-1-carboxylate hydrochloride was prepared from 2-chloro-6-fluorobenzyl alcohol and 1-chlorocarbonyl-cis-2,6-dimethyl-4-tert-butoxycarbonylpiperazine according to the methods described for Examples 52 and 54 to give the product as a white solid (0.2713 g, 80% overall); (Found: C, 49.8; H, 5.7; N, 8.0%. C14H18ClN2O2.HCl requires C, 49.9; H, 5.7; N, 8.3%); δH (400 MHz, DMSO-d6) 10.01 (1H, br), 9.27 (1H, br), 7.49 (1H, m, J 8.0 Hz), 7.40 (1H, d, J 8....